Task: describe an organic reaction: reactants, conditions, products, and yield. Dataset: the Open Reaction Database (ORD), a public repository of structured organic reaction records Reactants: CC(C)(C)OC(=O)NS(=O)(=O)Nc1ccc2nc(NC3CCc4ccccc43)ccc2c1, CO, Cl. The product is Cl, NS(=O)(=O)Nc1ccc2nc(NC3CCc4ccccc43)ccc2c1. RXN SMILES: [C:1]([O:2][C:3](=[O:4])[NH:7][S:8](=[O:9])(=[O:10])[NH:11][c:12]1[cH:13][c:14]2[cH:15][cH:16][c:17]([NH:22][CH:23]3[CH2:24][CH2:25][c:26]4[cH:27][cH:28][cH:29][cH:30][c:31]43)[n:18][c:19]2[cH:20][cH:21]1)([CH3:5])([CH3:6])[CH3:32].[CH3:34][OH:35].[ClH:33]>>[ClH:33].[NH2:7][S:8](=[O:9])(=[O:10])[NH:11][c:12]1[cH:13][c:14]2[cH:15][cH:16][c:17]([NH:22][CH:23]3[CH2:24][CH2:25][c:26]4[cH:27][cH:28][cH:29][cH:30][c:31]43)[n:18][c:19]2[cH:20][cH:21]1. Reactants: CC1=NC(=CC=C1N)C (2,6-dimethyl-3-aminopyridine), C(C)OC=C(C(=O)OCC)C(=O)OCC (diethyl ethoxymethylenemalonate). Solvent: C=1(C(=CC=CC1)C)C (xylene). The product is OC1=C(C=NC2=C(N=C(C=C12)C)C)C(=O)OCC (Ethyl 4-Hydroxy-6,8-dimethyl-1,7-naphthyridine-3-carboxylate). Isolated yield 29.2%. Reaction SMILES: [CH3:1][C:2]1[C:7]([NH2:8])=[CH:6][CH:5]=[C:4]([CH3:9])[N:3]=1.C([O:12][CH:13]=[C:14]([C:20](OCC)=O)[C:15]([O:17][CH2:18][CH3:19])=[O:16])C>C1(C)C(C)=CC=CC=1>[OH:12][C:13]1[C:6]2[C:7](=[C:2]([CH3:1])[N:3]=[C:4]([CH3:9])[CH:5]=2)[N:8]=[CH:20][C:14]=1[C:15]([O:17][CH2:18][CH3:19])=[O:16]. Procedure details: A mixture of 2,6-dimethyl-3-aminopyridine (0.85 g) and diethyl ethoxymethylenemalonate (1.53 g) is heated at 135° C. in xylene (30 mL) for 2 h allowing for removal of ethanol. After the solvent is removed, the mixture is suspended in diphenyl ether (15 mL). The mixture is then heated to reflux with removal of ethanol for 30 min. The reaction mixture is cooled to room temperature and hexanes (20 mL) is added. The resulting precipitate is filtered, washed with diethyl ether (2×10 mL) and dried to ... Reactants: CCOC(=O)c1c(Cl)c2sccc2[nH]c1=O, COC(=O)c1sccc1N, COc1ccc(CCl)cc1. The product is COC(=O)c1sccc1NCc1ccc(OC)cc1. RXN SMILES: [CH2:1]([O:2][C:3]([c:4]1[c:5](=[O:6])[nH:7][c:8]2[cH:9][cH:10][s:11][c:12]2[c:13]1[Cl:14])=[O:15])[CH3:16].[CH3:17][O:18][C:19](=[O:20])[c:21]1[s:22][cH:23][cH:24][c:25]1[NH2:26].[CH3:27][O:28][c:29]1[cH:30][cH:31][c:32]([CH2:33][Cl:34])[cH:35][cH:36]1>>[CH3:17][O:18][C:19](=[O:20])[c:21]1[s:22][cH:23][cH:24][c:25]1[NH:26][CH2:33][c:32]1[cH:31][cH:30][c:29]([O:28][CH3:27])[cH:36][cH:35]1. Starting materials: OBO, COc1c(Br)cc(S(N)(=O)=O)cc1C=O, NC(=O)Nc1ccccc1. Yields the product COc1c(C=O)cc(S(N)(=O)=O)cc1-c1cccc(NC(N)=O)c1. Reaction SMILES: [BH:16]([OH:17])[OH:18].[Br:1][c:2]1[cH:3][c:4]([S:12](=[O:13])(=[O:14])[NH2:15])[cH:5][c:6]([CH:10]=[O:11])[c:7]1[O:8][CH3:9].[NH:19]([C:20](=[O:21])[NH2:22])[c:23]1[cH:24][cH:25][cH:26][cH:27][cH:28]1>>[c:2]1(-[c:27]2[cH:26][cH:25][cH:24][c:23]([NH:19][C:20](=[O:21])[NH2:22])[cH:28]2)[cH:3][c:4]([S:12](=[O:13])(=[O:14])[NH2:15])[cH:5][c:6]([CH:10]=[O:11])[c:7]1[O:8][CH3:9]. Reactants: O=c1nn[nH]n1-c1ccc([N+](=O)[O-])cc1, CCOC(=O)N=NC(=O)OCC, C1CCOC1, OCCSc1ccccc1, c1ccc(P(c2ccccc2)c2ccccc2)cc1. Yields the product O=c1n(CCSc2ccccc2)nnn1-c1ccc([N+](=O)[O-])cc1. RXN SMILES: [N+:1](=[O:2])([O-:3])[c:4]1[cH:5][cH:6][c:7](-[n:10]2[nH:11][n:12][n:13][c:14]2=[O:15])[cH:8][cH:9]1.[O:45]=[C:46]([O:47][CH2:48][CH3:49])[N:50]=[N:51][C:52]([O:53][CH2:54][CH3:55])=[O:56].[O:57]1[CH2:58][CH2:59][CH2:60][CH2:61]1.[c:16]1([S:22][CH2:23][CH2:24][OH:25])[cH:17][cH:18][cH:19][cH:20][cH:21]1.[c:26]1([P:27]([c:28]2[cH:29][cH:30][cH:31][cH:32][cH:33]2)[c:34]2[cH:35][cH:36][cH:37][cH:38][cH:39]2)[cH:40][cH:41][cH:42][cH:43][cH:44]1>>[N+:1](=[O:2])([O-:3])[c:4]1[cH:5][cH:6][c:7](-[n:10]2[n:11][n:12][n:13]([CH2:24][CH2:23][S:22][c:16]3[cH:17][cH:18][cH:19][cH:20][cH:21]3)[c:14]2=[O:15])[cH:8][cH:9]1. Starting materials: C1(=CC=CC=C1)C1=NC2=CC=C(C=C2C=C1)C (2-phenyl-6-methyl-quinoline), BrN1C(CCC1=O)=O (N-bromosuccinimide), C(C1=CC=CC=C1)(=O)OOC(C1=CC=CC=C1)=O (dibenzoyl peroxide). The solvent is C(Cl)(Cl)(Cl)Cl (carbon tetrachloride). Yields the product C1(=CC=CC=C1)C1=NC2=CC=C(C=C2C=C1)CBr (2-phenyl-6-bromomethyl-quinoline). RXN SMILES: [C:1]1([C:7]2[CH:16]=[CH:15][C:14]3[C:9](=[CH:10][CH:11]=[C:12]([CH3:17])[CH:13]=3)[N:8]=2)[CH:6]=[CH:5][CH:4]=[CH:3][CH:2]=1.[Br:18]N1C(=O)CCC1=O.C(OOC(=O)C1C=CC=CC=1)(=O)C1C=CC=CC=1>C(Cl)(Cl)(Cl)Cl>[C:1]1([C:7]2[CH:16]=[CH:15][C:14]3[C:9](=[CH:10][CH:11]=[C:12]([CH2:17][Br:18])[CH:13]=3)[N:8]=2)[CH:6]=[CH:5][CH:4]=[CH:3][CH:2]=1. Reported procedure: A solution of 54 g of 2-phenyl-6-methyl-quinoline, 68 g of N-bromosuccinimide and 1.5 g of dibenzoyl peroxide in 700 ml of carbon tetrachloride is kept for 18 hours under reflux. Thereafter the reaction mixture is cooled to room temperature and the precipitate is filtered off. The filter residue is rinsed with carbon tetrachloride. The filtrate is evaporated and the residue is dissolved in ethyl acetate. This solution is washed with water and sodium chloride solution, dried over sodium sulphate ...